Task: describe an organic reaction: reactants, conditions, products, and yield. Dataset: the Open Reaction Database (ORD), a public repository of structured organic reaction records Starting materials: Cc1ccc(F)c(Br)c1, [Mg+2], [Na+], O=C([O-])[O-], [O-]c1ccccc1, c1ccc2cnccc2c1. Yields the product Cc1ccc(F)c(Oc2ccccc2)c1. RXN SMILES: [Br:14][c:15]1[cH:16][c:17]([CH3:22])[cH:18][cH:19][c:20]1[F:21].[Mg+2:1].[Na+:6].[O-:2][C:3](=[O:4])[O-:5].[O-:7][c:8]1[cH:9][cH:10][cH:11][cH:12][cH:13]1.[cH:23]1[cH:24][c:25]2[c:26]([cH:27][n:28][cH:29][cH:30]2)[cH:31][cH:32]1>>[O:7]([c:8]1[cH:9][cH:10][cH:11][cH:12][cH:13]1)[c:15]1[cH:16][c:17]([CH3:22])[cH:18][cH:19][c:20]1[F:21]. The reactants are CN(C)C=O, [H-], [Na+], CCOS(=O)(=O)OCC, c1cnc2scc(Nc3ccncc3)c2c1. The product is CCN(c1ccncc1)c1csc2ncccc12. As a reaction SMILES: [CH3:28][N:29]([CH3:30])[CH:31]=[O:32].[H-:17].[Na+:18].[S:19]([O:20][CH2:21][CH3:22])([O:25][CH2:23][CH3:24])(=[O:26])=[O:27].[n:1]1[cH:2][cH:3][c:4]([NH:7][c:8]2[cH:9][s:10][c:11]3[n:12][cH:13][cH:14][cH:15][c:16]23)[cH:5][cH:6]1>>[n:1]1[cH:2][cH:3][c:4]([N:7]([c:8]2[cH:9][s:10][c:11]3[n:12][cH:13][cH:14][cH:15][c:16]23)[CH2:23][CH3:24])[cH:5][cH:6]1. Starting materials: C1CC1(C(=O)O)N (ACPC), ClC(=O)OC(C(C)C)Cl (1-chloro-2-methylpropyl chloroformate), CCN(C(C)C)C(C)C (DIEA), C(\C=C\C1=CC=CC=C1)(=O)O (trans-cinnamic acid), Cl[Si](C)(C)C (chlorotrimethylsilane), CCN(C(C)C)C(C)C (DIEA). The solvent is C(Cl)(Cl)Cl (chloroform). Product: C1(=CC=CC=C1)/C=C/C(=O)OC(C(C)C)OC(=O)NC1(CC1)C(=O)O (1-{[1-((2E)-3-Phenylprop-2-enoyloxy)-2-methylpropoxy]carbonylamino}cyclopropanecarboxylic Acid). The yield is 4.8%. As a reaction SMILES: [CH2:1]1[C:3]([NH2:7])([C:4]([OH:6])=[O:5])[CH2:2]1.Cl[Si](C)(C)C.CCN(C(C)C)C(C)C.Cl[C:23]([O:25][CH:26](Cl)[CH:27]([CH3:29])[CH3:28])=[O:24].[C:31]([OH:41])(=[O:40])/[CH:32]=[CH:33]/[C:34]1[CH:39]=[CH:38][CH:37]=[CH:36][CH:35]=1>C(Cl)(Cl)Cl>[C:34]1(/[CH:33]=[CH:32]/[C:31]([O:41][CH:26]([O:25][C:23]([NH:7][C:3]2([C:4]([OH:6])=[O:5])[CH2:2][CH2:1]2)=[O:24])[CH:27]([CH3:29])[CH3:28])=[O:40])[CH:35]=[CH:36][CH:37]=[CH:38][CH:39]=1. Procedure: Following the general procedure for the one pot synthesis, ACPC (2.5 g, 24.6 mmol) was reacted with chlorotrimethylsilane (6.25 mL, 49.2 mmol) in anhydrous chloroform (25 mL) in the presence of DIEA (9.1 mL, 49.4 mmol). Subsequent reaction of the intermediate with 1-chloro-2-methylpropyl chloroformate (5.0 mL, 37 mmol) followed by a mixture of DIEA (9.1 mL, 49.4 mmol) and trans-cinnamic acid (7.1 g, 48 mmol) provided 0.406 g (12.2% yield) of the title compound (18) as a light-yellow solid after ... Starting materials: CC(=O)Nc1ccc(S(=O)(=O)Nc2cc(C)nc(Br)c2)cc1, Cl, [Na+], [OH-]. Product: Cc1cc(NS(=O)(=O)c2ccc(N)cc2)cc(Br)n1. Reaction SMILES: [Br:1][c:2]1[n:3][c:4]([CH3:22])[cH:5][c:6]([NH:8][S:9](=[O:10])(=[O:11])[c:12]2[cH:13][cH:14][c:15]([NH:18][C:19](=[O:20])[CH3:21])[cH:16][cH:17]2)[cH:7]1.[ClH:23].[Na+:25].[OH-:24]>>[Br:1][c:2]1[n:3][c:4]([CH3:22])[cH:5][c:6]([NH:8][S:9](=[O:10])(=[O:11])[c:12]2[cH:13][cH:14][c:15]([NH2:18])[cH:16][cH:17]2)[cH:7]1. The reactants are C1C[N+]2(CC[N+]1(CC2)F)C.F[B-](F)(F)F.F[B-](F)(F)F, n1c(nc2c(c1c1cnc(nc1)N)CCN2C1CC(C1)(F)F)N1CCOC[C@@H]1CO. The reagents and catalysts are c1ccc(cc1)-c2c3ccccc3cc4ccccc24 (9-Phenylanthracene). Solvent: C1CCOC1 (THF). Run at temperature 25 celsius, time 18 hour. Product: Nc1ncc(cn1)c2nc(nc3N(CCc23)C4CC(F)(F)C4)N5CCOC[C@@H]5CF. RXN SMILES: [NH2:1][c:2]1[n:7][cH:6][c:5]([c:8]2[c:16]([c:12]3[n:11][c:10]([N:23]4[C@@H:28]([CH2:29]O)[CH2:27][O:26][CH2:25][CH2:24]4)[n:9]2)[CH2:15][CH2:14][N:13]3[CH:17]5[CH2:22][C:19]([F:21])([F:20])[CH2:18]5)[cH:4][n:3]1.C[N+]1(CC[N+]2([F:30])CC1)CC2.F[B-](F)(F)F.F[B-](F)(F)F>>[NH2:1][c:2]1[n:7][cH:6][c:5]([c:8]2[c:16]([c:12]3[n:11][c:10]([N:23]4[C@@H:28]([CH2:29][F:30])[CH2:27][O:26][CH2:25][CH2:24]4)[n:9]2)[CH2:15][CH2:14][N:13]3[CH:17]5[CH2:22][C:19]([F:21])([F:20])[CH2:18]5)[cH:4][n:3]1. Starting materials: COC(CN)OC (aminoacetaldehyde dimethylacetal), C(CC1=CC(OC)=C(OC)C=C1)(=O)O (homoveratric acid), C1(CCCCC1)N=C=NC1CCCCC1 (dicyclohexylcarbodimide). Solvent: C(Cl)Cl (methylene chloride). The product is COC(CNC(CC1=CC(=C(C=C1)OC)OC)=O)OC (N-(2,2-dimethoxyethyl)-3,4-dimethoxyphenylacetamide). RXN SMILES: [CH3:1][O:2][CH:3]([O:6][CH3:7])[CH2:4][NH2:5].C1(N=C=NC2CCCCC2)CCCCC1.[C:23](O)(=[O:35])[CH2:24][C:25]1[CH:34]=[CH:33][C:30]([O:31][CH3:32])=[C:27]([O:28][CH3:29])[CH:26]=1>C(Cl)Cl>[CH3:1][O:2][CH:3]([O:6][CH3:7])[CH2:4][NH:5][C:23](=[O:35])[CH2:24][C:25]1[CH:34]=[CH:33][C:30]([O:31][CH3:32])=[C:27]([O:28][CH3:29])[CH:26]=1. Reported procedure: To a cooled solution of aminoacetaldehyde dimethylacetal (21 g., 0.2 mole) and dicyclohexylcarbodimide (42.5 g., 0.205 mole) in 500 ml. of methylene chloride was added homoveratric acid (39.2 g., 0.2 mole) portionwise with cooling and stirring. After the addition was completed, the reaction mixture was stirred at room temperature for 1/2 hour, kept in refrigerator overnight and filtered. The filtrate was evaporated to dryness to give an oil which was chilled to form the solid N-(2,2-dimethoxyeth... The product is COC1=CC=C(C=C1)C=1C=C2C=CC(NC2=CC1)=O (6-[4-methoxyphenyl]-2-(1H)-quinolone). The reagents and catalysts are [Cl-].[Zn+2].[Cl-] (zinc chloride), [Pd].C1(=CC=CC=C1)P(C1=CC=CC=C1)C1=CC=CC=C1.C1(=CC=CC=C1)P(C1=CC=CC=C1)C1=CC=CC=C1.C1(=CC=CC=C1)P(C1=CC=CC=C1)C1=CC=CC=C1.C1(=CC=CC=C1)P(C1=CC=CC=C1)C1=CC=CC=C1 (tetrakis(triphenylphosphine) palladium (0)). Procedure: A solution of t-butyl lithium (9.0 cm3 of a 2.0M solution in n-pentane) was added at -70° to a stirred solution of 4-bromoanisole (1.13 cm3) in tetrahydrofuran (THF) (20 cm3) under nitrogen. After 10 minutes a solution of anhydrous zinc chloride (1.23 g) in THF (10 cm3) was added and the mixture was allowed to warm to room temperature over 0.5 hour. A mixture of 6-iodo-2-(1H)-quinolone (0.813 g) and tetrakis(triphenylphosphine) palladium (0) (0.03 g) was added and the mixture was heated under re... The reactants are C(C)(C)(C)[Li] (t-butyl lithium), solution, BrC1=CC=C(C=C1)OC (4-bromoanisole), IC=1C=C2C=CC(NC2=CC1)=O (6-iodo-2-(1H)-quinolone). The solvent is O1CCCC1 (THF), CCCCC (n-pentane), O1CCCC1 (tetrahydrofuran). As a reaction SMILES: C([Li])(C)(C)C.Br[C:7]1[CH:12]=[CH:11][C:10]([O:13][CH3:14])=[CH:9][CH:8]=1.I[C:16]1[CH:17]=[C:18]2[C:23](=[CH:24][CH:25]=1)[NH:22][C:21](=[O:26])[CH:20]=[CH:19]2>CCCCC.O1CCCC1.[Cl-].[Zn+2].[Cl-].[Pd].C1(P(C2C=CC=CC=2)C2C=CC=CC=2)C=CC=CC=1.C1(P(C2C=CC=CC=2)C2C=CC=CC=2)C=CC=CC=1.C1(P(C2C=CC=CC=2)C2C=CC=CC=2)C=CC=CC=1.C1(P(C2C=CC=CC=2)C2C=CC=CC=2)C=CC=CC=1>[CH3:14][O:13][C:10]1[CH:11]=[CH:12][C:7]([C:16]2[CH:17]=[C:18]3[C:23](=[CH:24][CH:25]=2)[NH:22][C:21](=[O:26])[CH:20]=[CH:19]3)=[CH:8][CH:9]=1 |f:5.6.7,8.9.10.11.12|. Product: COc1cc(Br)ccc1C#N. The reactants are N#Cc1ccc(Br)cc1F, C1CCOC1, C[O-], [Na+]. RXN SMILES: [Br:1][c:2]1[cH:3][c:4]([F:10])[c:5]([C:6]#[N:7])[cH:8][cH:9]1.[CH2:14]1[O:15][CH2:16][CH2:17][CH2:18]1.[CH3:11][O-:12].[Na+:13]>>[Br:1][c:2]1[cH:3][c:4]([O:12][CH3:11])[c:5]([C:6]#[N:7])[cH:8][cH:9]1. Reactants: ClCCC[Si](OC)(OC)OC (γ-chloropropyltrimethoxysilane), C(C=C)(=O)[O-].[K+] (potassium acrylate). Product: C(C=C)(=O)OCCC[Si](OC)(OC)OC (γ-acryloxypropyltrimethoxysilane). RXN SMILES: Cl[CH2:2][CH2:3][CH2:4][Si:5]([O:10][CH3:11])([O:8][CH3:9])[O:6][CH3:7].[C:12]([O-:16])(=[O:15])[CH:13]=[CH2:14].[K+]>>[C:12]([O:16][CH2:2][CH2:3][CH2:4][Si:5]([O:10][CH3:11])([O:8][CH3:9])[O:6][CH3:7])(=[O:15])[CH:13]=[CH2:14] |f:1.2|. Reported procedure: Trichlorosilane and allyl chloride were subjected to hydrosilylation reaction in a solvent in the presence of a platinum catalyst, followed by esterification reaction with methanol and urea and further by distillation to obtain γ-chloropropyltrimethoxysilane. The thus obtained γ-chloropropyltrimethoxysilane and potassium acrylate were subjected to desalting in a solvent, followed by removal of potassium chloride. Subsequently, low boiling components including the solvent were distilled off under... The reactants are CNC(=O)C1=CC2=CC=C(C=C2C=C1)C(=O)C=1N=CN(C1)C(C1=CC=CC=C1)(C1=CC=CC=C1)C1=CC=CC=C1 (N-methyl-6-[(1-trityl-1H-imidazol-4-yl)carbonyl]-2-naphthamide), C1CCOC1 (THF), Cl (hydrochloric acid), C=C[C@H]1CN2CC[C@H]1C[C@@H]2[C@H](C3=CC=NC4=CC=CC=C34)O ((+)-cinchonine), solution, O1CCCC1 (tetrahydrofuran), N1=CC=CC=C1 (pyridine). Run in C(C)(=O)OCC (ethyl acetate). Reaction conditions: temperature 50 celsius, time 20 minute. Yields the product O[C@](CC(=O)OCC)(C=1N=CN(C1)C(C1=CC=CC=C1)(C1=CC=CC=C1)C1=CC=CC=C1)C1=CC2=CC=C(C=C2C=C1)C(=O)NC (ethyl (3S)-3-hydroxy-3-{6-[(methylamino)carbonyl]-2-naphthyl}-3-(1-trityl-1H-imidazol-4-yl)propanoate). The yield is 83.0%. RXN SMILES: C=C[C@@H]1[C@@H]2C[C@H]([C@@H:11]([OH:22])[C:12]3C4C(=CC=CC=4)N=CC=3)N(CC2)C1.N1C=CC=CC=1.[CH3:29][NH:30][C:31]([C:33]1[CH:42]=[CH:41][C:40]2[C:35](=[CH:36][CH:37]=[C:38]([C:43]([C:45]3[N:46]=[CH:47][N:48]([C:50]([C:63]4[CH:68]=[CH:67][CH:66]=[CH:65][CH:64]=4)([C:57]4[CH:62]=[CH:61][CH:60]=[CH:59][CH:58]=4)[C:51]4[CH:56]=[CH:55][CH:54]=[CH:53][CH:52]=4)[CH:49]=3)=[O:44])[CH:39]=2)[CH:34]=1)=[O:32].Cl.[O:70]1CC[CH2:72][CH2:71]1>C(OCC)(=O)C>[OH:44][C@@:43]([C:38]1[CH:37]=[CH:36][C:35]2[C:40](=[CH:41][CH:42]=[C:33]([C:31]([NH:30][CH3:29])=[O:32])[CH:34]=2)[CH:39]=1)([C:45]1[N:46]=[CH:47][N:48]([C:50]([C:51]2[CH:56]=[CH:55][CH:54]=[CH:53][CH:52]=2)([C:57]2[CH:58]=[CH:59][CH:60]=[CH:61][CH:62]=2)[C:63]2[CH:68]=[CH:67][CH:66]=[CH:65][CH:64]=2)[CH:49]=1)[CH2:72][C:71]([O:22][CH2:11][CH3:12])=[O:70]. Reported procedure: Under argon atmosphere, 21.2 g (72 mmol, 1.25 equivalent) of (+)-cinchonine was added to 431 mL (0.23 mol) of the solution of ethyl bromozincacetate in tetrahydrofuran obtained in Example 43 at 0˜5° C. 18.6 mL (230 mmol, 4 equivalent) of pyridine was added dropwise at 0˜5° C. over 7 minutes. The mixture was stirred at 0˜5° C. for 20 minutes. A solution of 30 g (57.5 mmol) of N-methyl-6-[(1-trityl-1H-imidazol-4-yl)carbonyl]-2-naphthamide in 300 mL of THF was added dropwise at −42˜−40° C. over 30 ...